Dataset: the Open Reaction Database (ORD), a public repository of structured organic reaction records. Task: describe an organic reaction: reactants, conditions, products, and yield Reactants: O=C1CCC(=O)N1Br, CN(C)C=O, CC(C)(C)OC(=O)N1CCC(C2CCN(c3cnccn3)CC2)CC1. Product: CC(C)(C)OC(=O)N1CCC(C2CCN(c3cnc(Br)cn3)CC2)CC1. RXN SMILES: [Br:26][N:27]1[C:28](=[O:29])[CH2:30][CH2:31][C:32]1=[O:33].[O:34]=[CH:35][N:36]([CH3:37])[CH3:38].[n:1]1[c:2]([N:7]2[CH2:8][CH2:9][CH:10]([CH:13]3[CH2:14][CH2:15][N:16]([C:19](=[O:20])[O:21][C:22]([CH3:23])([CH3:24])[CH3:25])[CH2:17][CH2:18]3)[CH2:11][CH2:12]2)[cH:3][n:4][cH:5][cH:6]1>>[n:1]1[c:2]([N:7]2[CH2:8][CH2:9][CH:10]([CH:13]3[CH2:14][CH2:15][N:16]([C:19](=[O:20])[O:21][C:22]([CH3:23])([CH3:24])[CH3:25])[CH2:17][CH2:18]3)[CH2:11][CH2:12]2)[cH:3][n:4][c:5]([Br:26])[cH:6]1. The reactants are CN1C(=O)c2ccccc2C(C(=O)O)C1c1ccc(C(C)(C)C)cc1, CS(C)=O, [Na+], [Na+], O=C([O-])[O-]. Yields the product CN1C(=O)c2ccccc2CC1c1ccc(C(C)(C)C)cc1. RXN SMILES: [C:1]([CH3:2])([CH3:3])([CH3:4])[c:5]1[cH:6][cH:7][c:8]([CH:11]2[N:12]([CH3:25])[C:13](=[O:24])[c:14]3[cH:15][cH:16][cH:17][cH:18][c:19]3[CH:20]2[C:21]([OH:22])=[O:23])[cH:9][cH:10]1.[CH3:32][S:33]([CH3:34])=[O:35].[Na+:26].[Na+:27].[O-:28][C:29](=[O:30])[O-:31]>>[C:1]([CH3:2])([CH3:3])([CH3:4])[c:5]1[cH:6][cH:7][c:8]([CH:11]2[N:12]([CH3:25])[C:13](=[O:24])[c:14]3[cH:15][cH:16][cH:17][cH:18][c:19]3[CH2:20]2)[cH:9][cH:10]1.